Dataset: the Open Reaction Database (ORD), a public repository of structured organic reaction records. Task: describe an organic reaction: reactants, conditions, products, and yield Reactants: Cl (hydrochloric acid), C(C1=CC=CC=C1)OC1=C(C=CC(=C1)C(CCCCCC)(C)C)C1CC(=CC(C1)=O)OC (5-[2-Benzyloxy-4-(1,1-dimethylheptyl)phenyl]-3-methoxy-2-cyclohexene-1-one), C(C1=CC=CC=C1)OC1=C(C=CC(=C1)C(CCCCCC)(C)C)C1CC(=CC(C1)=O)OC (5-[2-benzyloxy-4-(1,1-dimethylheptyl)phenyl]-3-methoxy-2-cyclohexen-1-one), [H-].[Al+3].[Li+].[H-].[H-].[H-] (lithium aluminum hydride). Run in CCOCC (ether). Run at temperature 0 celsius, time 30 minute. Yields the product C(C1=CC=CC=C1)OC1=C(C=CC(=C1)C(CCCCCC)(C)C)C1CC=CC(C1)=O (5-[2-Benzyloxy-4-(1,1-dimethylheptyl)phenyl]-2-cyclohexen-1-one). The yield is 76.0%. As a reaction SMILES: [CH2:1]([O:8][C:9]1[CH:14]=[C:13]([C:15]([CH3:23])([CH3:22])[CH2:16][CH2:17][CH2:18][CH2:19][CH2:20][CH3:21])[CH:12]=[CH:11][C:10]=1[CH:24]1[CH2:29][C:28](=O)[CH:27]=[C:26]([O:31]C)[CH2:25]1)[C:2]1[CH:7]=[CH:6][CH:5]=[CH:4][CH:3]=1.[H-].[Al+3].[Li+].[H-].[H-].[H-].Cl>CCOCC>[CH2:1]([O:8][C:9]1[CH:14]=[C:13]([C:15]([CH3:22])([CH3:23])[CH2:16][CH2:17][CH2:18][CH2:19][CH2:20][CH3:21])[CH:12]=[CH:11][C:10]=1[CH:24]1[CH2:25][C:26](=[O:31])[CH:27]=[CH:28][CH2:29]1)[C:2]1[CH:3]=[CH:4][CH:5]=[CH:6][CH:7]=1 |f:1.2.3.4.5.6|. Procedure details: To a 0° C. solution of the title compound of Example 31, 5-[2-benzyloxy-4-(1,1-dimethylheptyl)phenyl]-3-methoxy-2-cyclohexen-1-one (500 mg, 1.15 mmole), in ether (20 ml) was added lithium aluminum hydride (20 mg, 0.53 mmole). The reaction mixture was stirred for 30 minutes at 0° C., acidified with 1 N hydrochloric acid and stirred for 2 hours at room temperature. The ether phase was removed, washed successively with saturated sodium bicarbonate, saturated sodium chloride, dried over magnesium su... Reactants: CC(C)(C)[Si](C)(C)Cl, CN(C)C=O, O, Cc1cc2cccc(C(O)CO)c2nc1-c1ccccc1, c1c[nH]cn1. Product: Cc1cc2cccc(C(O)CO[Si](C)(C)C(C)(C)C)c2nc1-c1ccccc1. RXN SMILES: [C:1]([CH3:2])([CH3:3])([CH3:4])[Si:5]([CH3:6])([CH3:7])[Cl:8].[CH3:36][N:37]([CH3:38])[CH:39]=[O:40].[OH2:35].[c:14]1(-[c:20]2[n:21][c:22]3[c:23]([CH:31]([CH2:32][OH:33])[OH:34])[cH:24][cH:25][cH:26][c:27]3[cH:28][c:29]2[CH3:30])[cH:15][cH:16][cH:17][cH:18][cH:19]1.[nH:9]1[cH:10][cH:11][n:12][cH:13]1>>[C:1]([CH3:2])([CH3:3])([CH3:4])[Si:5]([CH3:6])([CH3:7])[O:33][CH2:32][CH:31]([c:23]1[c:22]2[n:21][c:20](-[c:14]3[cH:15][cH:16][cH:17][cH:18][cH:19]3)[c:29]([CH3:30])[cH:28][c:27]2[cH:26][cH:25][cH:24]1)[OH:34]. The reactants are C(C)OC(C1=CC(=CC(=C1)C)C1=C(CCC1)Br)=O (3-(2-bromocyclopent-1-enyl)-5-methylbenzoic acid ethyl ester), ClC=1C=CC(=C(C1)B(O)O)OCC1=C(C=C(C=C1)F)F ([5-chloro-2-(2,4-di-fluorobenzyloxy)phenyl]boronic acid). Product: C(C)OC(C1=CC(=CC(=C1)C)C1=C(CCC1)C1=C(C=CC(=C1)Cl)OCC1=C(C=C(C=C1)F)F)=O (3-{2-[5-Chloro-2-(2,4-difluorobenzyloxy)phenyl]cyclopent-1-enyl}-5-methylbenzoic acid ethyl ester). As a reaction SMILES: [CH2:1]([O:3][C:4](=[O:18])[C:5]1[CH:10]=[C:9]([CH3:11])[CH:8]=[C:7]([C:12]2[CH2:16][CH2:15][CH2:14][C:13]=2Br)[CH:6]=1)[CH3:2].[Cl:19][C:20]1[CH:21]=[CH:22][C:23]([O:29][CH2:30][C:31]2[CH:36]=[CH:35][C:34]([F:37])=[CH:33][C:32]=2[F:38])=[C:24](B(O)O)[CH:25]=1>>[CH2:1]([O:3][C:4](=[O:18])[C:5]1[CH:10]=[C:9]([CH3:11])[CH:8]=[C:7]([C:12]2[CH2:16][CH2:15][CH2:14][C:13]=2[C:22]2[CH:21]=[C:20]([Cl:19])[CH:25]=[CH:24][C:23]=2[O:29][CH2:30][C:31]2[CH:36]=[CH:35][C:34]([F:37])=[CH:33][C:32]=2[F:38])[CH:6]=1)[CH3:2]. Procedure details: Prepared by general procedure B(iii) but using 3-(2-bromocyclopent-1-enyl)-5-methylbenzoic acid ethyl ester instead of 3-(2-bromo-cyclopent-1-enyl)-6-methyl benzoic acid ethyl ester and using [5-chloro-2-(2,4-di-fluorobenzyloxy)phenyl]boronic acid instead of (5-chloro-2-benzyloxyphenyl)boronic acid. The reactants are C1CSCSC1, CC1=CC(C)(C)Nc2ccc3c(c21)C(=C1SCCCS1)Oc1c(F)cc(F)cc1-3. The product is CC1=CC(C)(C)Nc2ccc3c(c21)C(=C1SCCCS1)Oc1c(F)cccc1-3. RXN SMILES: [CH2:1]1[CH2:2][S:3][CH2:4][S:5][CH2:6]1.[F:7][c:8]1[cH:9][c:10]([F:35])[cH:11][c:12]2[c:13]1[O:14][C:15](=[C:29]1[S:30][CH2:31][CH2:32][CH2:33][S:34]1)[c:16]1[c:17]3[c:22]([cH:23][cH:24][c:25]1-2)[NH:21][C:20]([CH3:26])([CH3:27])[CH:19]=[C:18]3[CH3:28]>>[F:7][c:8]1[cH:9][cH:10][cH:11][c:12]2[c:13]1[O:14][C:15](=[C:29]1[S:30][CH2:31][CH2:32][CH2:33][S:34]1)[c:16]1[c:17]3[c:22]([cH:23][cH:24][c:25]1-2)[NH:21][C:20]([CH3:26])([CH3:27])[CH:19]=[C:18]3[CH3:28]. Starting materials: BrC=1C=CC(=NC1)N1CCC2=C1N=C(N=C2C=2C=NC(=NC2)N(CC2=CC=C(C=C2)OC)CC2=CC=C(C=C2)OC)N2CCOCC2 ({5-[7-(5-bromo-pyridin-2-yl)-2-morpholin-4-yl-6,7-dihydro-5H-pyrrolo[2,3-d]pyrimidin-4-yl]-pyrimidin-2-yl}-bis-(4-methoxy-benzyl)-amine), FC1=CC=C(C=N1)N1CCC2=C1N=C(N=C2C=2C=NC(=NC2)N(CC2=CC=C(C=C2)OC)CC2=CC=C(C=C2)OC)N2CCOCC2 ({5-[7-(6-fluoro-pyridin-3-yl)-2-morpholin-4-yl-6,7-dihydro-5H-pyrrolo[2,3-d]pyrimidin-4-yl]-pyrimidin-2-yl}-bis-(4-methoxy-benzyl)-amine). Solvent: FC1=NC=C(C=C1)Br (2-fluoro-5-bromopyridine). The product is COC1=CC=C(CN(C2=NC=C(C=N2)C=2C3=C(N=C(N2)N2CCOCC2)NCC3)CC3=CC=C(C=C3)OC)C=C1 (bis-(4-methoxy-benzyl)-[5-(2-morpholin-4-yl-6,7-dihydro-5H-pyrrolo[2,3-d]pyrimidin-4-yl)-pyrimidin-2-yl]-amine). Reaction SMILES: BrC1C=CC([N:8]2[C:12]3[N:13]=[C:14]([N:42]4[CH2:47][CH2:46][O:45][CH2:44][CH2:43]4)[N:15]=[C:16]([C:17]4[CH:18]=[N:19][C:20]([N:23]([CH2:33][C:34]5[CH:39]=[CH:38][C:37]([O:40][CH3:41])=[CH:36][CH:35]=5)[CH2:24][C:25]5[CH:30]=[CH:29][C:28]([O:31][CH3:32])=[CH:27][CH:26]=5)=[N:21][CH:22]=4)[C:11]=3[CH2:10][CH2:9]2)=NC=1.FC1N=CC(N2C3N=C(N4CCOCC4)N=C(C4C=NC(N(CC5C=CC(OC)=CC=5)CC5C=CC(OC)=CC=5)=NC=4)C=3CC2)=CC=1>FC1C=CC(Br)=CN=1>[CH3:41][O:40][C:37]1[CH:36]=[CH:35][C:34]([CH2:33][N:23]([CH2:24][C:25]2[CH:26]=[CH:27][C:28]([O:31][CH3:32])=[CH:29][CH:30]=2)[C:20]2[N:21]=[CH:22][C:17]([C:16]3[C:11]4[CH2:10][CH2:9][NH:8][C:12]=4[N:13]=[C:14]([N:42]4[CH2:47][CH2:46][O:45][CH2:44][CH2:43]4)[N:15]=3)=[CH:18][N:19]=2)=[CH:39][CH:38]=1. Procedure: From bis-(4-methoxy-benzyl)-[5-(2-morpholin-4-yl-6,7-dihydro-5H-pyrrolo[2,3-d]pyrimidin-4-yl)-pyrimidin-2-yl]-amine (81 mg) and 2-fluoro-5-bromopyridine (30 μl), in the same manner as Step B in Example 1-D-25, crude products of {5-[7-(5-bromo-pyridin-2-yl)-2-morpholin-4-yl-6,7-dihydro-5H-pyrrolo[2,3-d]pyrimidin-4-yl]-pyrimidin-2-yl}-bis-(4-methoxy-benzyl)-amine and {5-[7-(6-fluoro-pyridin-3-yl)-2-morpholin-4-yl-6,7-dihydro-5H-pyrrolo[2,3-d]pyrimidin-4-yl]-pyrimidin-2-yl}-bis-(4-methoxy-benzyl)-a... Reaction SMILES: [CH:1]([C:3]1[CH:8]=[CH:7][C:6]([N:9]([C:16]2[C:26]3[C:27]4[C:19]([CH2:20][CH2:21][C:22]=4[CH:23]=[CH:24][CH:25]=3)=[CH:18][CH:17]=2)[C:10]2[CH:15]=[CH:14][CH:13]=[CH:12][CH:11]=2)=[CH:5][CH:4]=1)=O.[CH3:28][C:29]([CH3:32])([O-])[CH3:30].[K+].CO.O>CN(C)C=O>[CH3:28][C:29]1[CH:32]=[CH:4][C:3]([CH:8]=[CH:1][C:3]2[CH:8]=[CH:7][C:6]([N:9]([C:16]3[C:26]4[C:27]5[C:19]([CH2:20][CH2:21][C:22]=5[CH:23]=[CH:24][CH:25]=4)=[CH:18][CH:17]=3)[C:10]3[CH:15]=[CH:14][CH:13]=[CH:12][CH:11]=3)=[CH:5][CH:4]=2)=[CH:1][CH:30]=1 |f:1.2|. Isolated yield 85.0%. Conditions: time 20 minute. The reactants are O (water), resultant mixture, C(=O)C1=CC=C(C=C1)N(C1=CC=CC=C1)C1=CC=C2CCC=3C=CC=C1C32 (5-[N-(4-formylphenyl)-N-phenylamino]acenaphthene), diethyl 4-methylbenzyl phosphonate, formyl, CC(C)([O-])C.[K+] (potassium-tert-butoxide), CO (methanol). Procedure: 20.96 g (0.06 mol) of 5-[N-(4-formylphenyl)-N-phenylamino]acenaphthene prepared in Preparation Example 1 and 17.44 g (0.072 mol) of diethyl 4-methylbenzyl phosphonate were dissolved in 300 ml of N,N-dimethylformamide, and 10.1 g (0.09 mol) of potassium-tert-butoxide was added thereto at room temperature for 20 minutes. After the addition, the resultant mixture was further stirred for 2 hours. The reaction was determined to be finished when disappearance of the formyl compound was identified. The... Run in CN(C=O)C (N,N-dimethylformamide). Product: CC1=CC=C(C=CC2=CC=C(C=C2)N(C2=CC=CC=C2)C2=CC=C3CCC=4C=CC=C2C43)C=C1 (5-{N-[4-(4-methylstyryl)phenyl]-N-phenylamino}acenaphthene). Reactants: C1CCOC1, ClCCl, Cl, COC(=O)C1CN(C(=O)c2cccc3ccccc23)CC1c1ccsc1. Product: O=C(c1cccc2ccccc12)N1CC(CO)C(c2ccsc2)C1. Reaction SMILES: [CH2:31]1[O:32][CH2:33][CH2:34][CH2:35]1.[Cl:27][CH2:28][Cl:29].[ClH:30].[c:1]1([C:11](=[O:12])[N:13]2[CH2:14][CH:15]([C:23](=[O:24])[O:25][CH3:26])[CH:16]([c:18]3[cH:19][s:20][cH:21][cH:22]3)[CH2:17]2)[cH:2][cH:3][cH:4][c:5]2[cH:6][cH:7][cH:8][cH:9][c:10]12>>[c:1]1([C:11](=[O:12])[N:13]2[CH2:14][CH:15]([CH2:23][OH:24])[CH:16]([c:18]3[cH:19][s:20][cH:21][cH:22]3)[CH2:17]2)[cH:2][cH:3][cH:4][c:5]2[cH:6][cH:7][cH:8][cH:9][c:10]12.